Dataset: the Open Reaction Database (ORD), a public repository of structured organic reaction records. Task: describe an organic reaction: reactants, conditions, products, and yield The reactants are [Li]CCCC, C1CCOC1, CCCCCC, Clc1nc(N2CCOCC2)c2ccsc2n1, CN(C)C=O. Product: O=Cc1cc2c(N3CCOCC3)nc(Cl)nc2s1. As a reaction SMILES: [CH2:17]([Li:18])[CH2:19][CH2:20][CH3:21].[CH2:33]1[O:34][CH2:35][CH2:36][CH2:37]1.[CH3:22][CH2:23][CH2:24][CH2:25][CH2:26][CH3:27].[Cl:1][c:2]1[n:3][c:4]([N:11]2[CH2:12][CH2:13][O:14][CH2:15][CH2:16]2)[c:5]2[c:6]([n:7]1)[s:8][cH:9][cH:10]2.[O:28]=[CH:29][N:30]([CH3:31])[CH3:32]>>[Cl:1][c:2]1[n:3][c:4]([N:11]2[CH2:12][CH2:13][O:14][CH2:15][CH2:16]2)[c:5]2[c:6]([n:7]1)[s:8][c:9]([CH:29]=[O:28])[cH:10]2.